From a dataset of the Open Reaction Database (ORD), a public repository of structured organic reaction records. describe an organic reaction: reactants, conditions, products, and yield Starting materials: NC=1N=CN(C1C(=O)N)CC1=CC=CC=C1 (4-amino-1-benzyl-5-imidazolecarboxamide), FC1=CC=C(C(=O)Cl)C=C1 (4-fluorobenzoyl chloride), C(C1=CC=CC=C1)(=O)Cl (benzoyl chloride). Yields the product C(C1=CC=CC=C1)N1C=NC(=C1C(=O)N)NC(C1=CC=C(C=C1)F)=O (1-benzyl-4-(4-fluorobenzoylamino)-5-imidazolecarboxamide). Isolated yield 78.0%. Reaction SMILES: [NH2:1][C:2]1[N:3]=[CH:4][N:5]([CH2:10][C:11]2[CH:16]=[CH:15][CH:14]=[CH:13][CH:12]=2)[C:6]=1[C:7]([NH2:9])=[O:8].[F:17][C:18]1[CH:26]=[CH:25][C:21]([C:22](Cl)=[O:23])=[CH:20][CH:19]=1.C(Cl)(=O)C1C=CC=CC=1>>[CH2:10]([N:5]1[C:6]([C:7]([NH2:9])=[O:8])=[C:2]([NH:1][C:22](=[O:23])[C:21]2[CH:25]=[CH:26][C:18]([F:17])=[CH:19][CH:20]=2)[N:3]=[CH:4]1)[C:11]1[CH:16]=[CH:15][CH:14]=[CH:13][CH:12]=1. Procedure: An amidation reaction and post-treatment were carried out under the same conditions as in Example 1, using 2.16 g (9.99 mmol) of 4-amino-1-benzyl-5-imidazolecarboxamide which was prepared in the same manner as in Reference Example 2 and 4-fluorobenzoyl chloride, instead of benzoyl chloride, to obtain 2.63 g of 1-benzyl-4-(4-fluorobenzoylamino)-5-imidazolecarboxamide (yield 78%). Reactants: COC1=C(C=CC=C1)N(S(=O)(=O)C=1C(=CC=CC1)C)CC(=O)O ([(2-methoxy-phenyl)-(toluene-2-sulfonyl)-amino]-acetic acid), C(C)NCC=1C=C(C=CC1)O (3-ethylaminomethyl-phenol). Yields the product C(C)N(C(CN(S(=O)(=O)C=1C(=CC=CC1)C)C1=C(C=CC=C1)OC)=O)CC1=CC(=CC=C1)O (N-Ethyl-N-(3-hydroxy-benzyl)-2-[(2-methoxy-phenyl)-(toluene-2-sulfonyl)-amino]-acetamide). As a reaction SMILES: [CH3:1][O:2][C:3]1[CH:8]=[CH:7][CH:6]=[CH:5][C:4]=1[N:9]([CH2:20][C:21](O)=[O:22])[S:10]([C:13]1[C:14]([CH3:19])=[CH:15][CH:16]=[CH:17][CH:18]=1)(=[O:12])=[O:11].[CH2:24]([NH:26][CH2:27][C:28]1[CH:29]=[C:30]([OH:34])[CH:31]=[CH:32][CH:33]=1)[CH3:25]>>[CH2:24]([N:26]([CH2:27][C:28]1[CH:33]=[CH:32][CH:31]=[C:30]([OH:34])[CH:29]=1)[C:21](=[O:22])[CH2:20][N:9]([C:4]1[CH:5]=[CH:6][CH:7]=[CH:8][C:3]=1[O:2][CH3:1])[S:10]([C:13]1[C:14]([CH3:19])=[CH:15][CH:16]=[CH:17][CH:18]=1)(=[O:11])=[O:12])[CH3:25]. Reported procedure: prepared by reaction of [(2-methoxy-phenyl)-(toluene-2-sulfonyl)-amino]-acetic acid with 3-ethylaminomethyl-phenol Reactants: C1(=CC=CC=C1)CCCC#C (5-phenylpent-1-yne), O1OOCCC1 (trioxan), C=O (formalin), C(C)NCC (diethylamine), cuprous chloride, [OH-].[Na+] (sodium hydroxide). The solvent is O1CCOCC1 (dioxan), C(C)(=O)O (acetic acid), O (water). Product: C(C)N(CC#CCCCC1=CC=CC=C1)CC (1-diethylamino-6-phenylhex-2-yne). Yield: 886.9%. RXN SMILES: [C:1]1([CH2:7][CH2:8][CH2:9][C:10]#[CH:11])[CH:6]=[CH:5][CH:4]=[CH:3][CH:2]=1.O1[CH2:17][CH2:16]COO1.C=O.[CH2:20]([NH:22][CH2:23]C)[CH3:21].[OH-].[Na+]>O1CCOCC1.C(O)(=O)C.O>[CH2:20]([N:22]([CH2:16][CH3:17])[CH2:23][C:11]#[C:10][CH2:9][CH2:8][CH2:7][C:1]1[CH:6]=[CH:5][CH:4]=[CH:3][CH:2]=1)[CH3:21] |f:4.5|. Procedure: Maintain 5-phenylpent-1-yne (20 g) for 12 hours at 70° under nitrogen with water (6.2 cc), trioxan (1.2 g), 30% formalin (13.8 g), diethylamine (10 g), acetic acid (6.9 g), dioxan (62 cc) and cuprous chloride (0.35 g). Make the cooled solution alkaline with sodium hydroxide. Extract with ether and extract the ether extract itself with hydrochloric acid. Make the purified aqueous hydrochloride solution thus obtained alkaline again and extract with ether. Dry, evaporate the ether extracts and dist... The reactants are FC=1C=CC(=C(C1)C=1N=C(C=C2C=CC=NC12)C1CCC(CC1)C(=O)O)OC (4-[8-(5-Fluoro-2-methoxy-phenyl)-[1,7]naphthyridin-6-yl]-cyclohexanecarboxylic acid), C(=O)([O-])[O-].[Na+].[Na+] (Na2CO3). Product: [Na+].FC=1C=CC(=C(C1)C=1N=C(C=C2C=CC=NC12)C1CCC(CC1)C(=O)[O-])OC (4-[8-(5-Fluoro-2-methoxy-phenyl)-[1,7]naphthyridin-6-yl]-cyclohexanecarboxylic acid sodium salt). As a reaction SMILES: [F:1][C:2]1[CH:3]=[CH:4][C:5]([O:27][CH3:28])=[C:6]([C:8]2[N:9]=[C:10]([CH:18]3[CH2:23][CH2:22][CH:21]([C:24]([OH:26])=[O:25])[CH2:20][CH2:19]3)[CH:11]=[C:12]3[C:17]=2[N:16]=[CH:15][CH:14]=[CH:13]3)[CH:7]=1.C([O-])([O-])=O.[Na+:33].[Na+]>>[Na+:33].[F:1][C:2]1[CH:3]=[CH:4][C:5]([O:27][CH3:28])=[C:6]([C:8]2[N:9]=[C:10]([CH:18]3[CH2:19][CH2:20][CH:21]([C:24]([O-:26])=[O:25])[CH2:22][CH2:23]3)[CH:11]=[C:12]3[C:17]=2[N:16]=[CH:15][CH:14]=[CH:13]3)[CH:7]=1 |f:1.2.3,4.5|. Procedure: This is prepared, analogously to Example 3, from the product of Example 7, using anhydrous Na2CO3. MH+ 381.1 (parent acid seen). The reactants are O=C(O)c1ccc(-c2ccc(Cl)cc2)o1, Cl, Cc1ccc(C(=O)NC2CC2)cc1N, CN(C)C=O, O. Product: Cc1ccc(C(=O)NC2CC2)cc1NC(=O)c1ccc(-c2ccc(Cl)cc2)o1. Reaction SMILES: [Cl:1][c:2]1[cH:3][cH:4][c:5](-[c:8]2[cH:9][cH:10][c:11]([C:13](=[O:14])[OH:15])[o:12]2)[cH:6][cH:7]1.[ClH:16].[NH2:17][c:18]1[cH:19][c:20]([C:21](=[O:22])[NH:23][CH:24]2[CH2:25][CH2:26]2)[cH:27][cH:28][c:29]1[CH3:30].[O:31]=[CH:32][N:33]([CH3:34])[CH3:35].[OH2:36]>>[Cl:1][c:2]1[cH:3][cH:4][c:5](-[c:8]2[cH:9][cH:10][c:11]([C:13](=[O:15])[NH:17][c:18]3[cH:19][c:20]([C:21](=[O:22])[NH:23][CH:24]4[CH2:25][CH2:26]4)[cH:27][cH:28][c:29]3[CH3:30])[o:12]2)[cH:6][cH:7]1.